This data is from the Open Reaction Database (ORD), a public repository of structured organic reaction records. The task is: describe an organic reaction: reactants, conditions, products, and yield The reactants are O=C([O-])[O-], CN(C)C=O, O=c1cc(C(F)(F)F)[nH]c(=O)n1-c1ccc2snc(Cl)c2c1, CI, [K+], [K+], O. The product is Cn1c(C(F)(F)F)cc(=O)n(-c2ccc3snc(Cl)c3c2)c1=O. Reaction SMILES: [C:23](=[O:24])([O-:25])[O-:26].[CH3:31][N:32]([CH3:33])[CH:34]=[O:35].[Cl:1][c:2]1[n:3][s:4][c:5]2[c:6]1[cH:7][c:8](-[n:11]1[c:12](=[O:22])[nH:13][c:14]([C:18]([F:19])([F:20])[F:21])[cH:15][c:16]1=[O:17])[cH:9][cH:10]2.[I:29][CH3:30].[K+:27].[K+:28].[OH2:36]>>[Cl:1][c:2]1[n:3][s:4][c:5]2[c:6]1[cH:7][c:8](-[n:11]1[c:12](=[O:22])[n:13]([CH3:23])[c:14]([C:18]([F:19])([F:20])[F:21])[cH:15][c:16]1=[O:17])[cH:9][cH:10]2.